Dataset: the Open Reaction Database (ORD), a public repository of structured organic reaction records. Task: describe an organic reaction: reactants, conditions, products, and yield The reactants are N[C@H](CN1N=C(C=C1)C1=C(C(=C(C#N)C=C1)Cl)C)C ((S)-4-(1-(2-aminopropyl)-1H-pyrazol-3-yl)-2-chloro-3-methylbenzonitrile), S1C(=NC(=C1)C(=O)[O-])C(=O)OCC (2,4-thiazoledicarboxylic acid, 2-ethyl ester). Product: ClC=1C(=C(C=CC1C#N)C1=NN(C=C1)C[C@H](C)NC(=O)C=1N=C(SC1)C(=O)OCC)C ((S)-ethyl 4-(1-(3-(3-chloro-4-cyano-2-methylphenyl)-1H-pyrazol-1-yl)propan-2-ylcarbamoyl)thiazole-2-carboxylate). The yield is 16.1%. Reaction SMILES: [NH2:1][C@@H:2]([CH3:19])[CH2:3][N:4]1[CH:8]=[CH:7][C:6]([C:9]2[CH:16]=[CH:15][C:12]([C:13]#[N:14])=[C:11]([Cl:17])[C:10]=2[CH3:18])=[N:5]1.[S:20]1[CH:24]=[C:23]([C:25]([O-])=[O:26])[N:22]=[C:21]1[C:28]([O:30][CH2:31][CH3:32])=[O:29]>>[Cl:17][C:11]1[C:10]([CH3:18])=[C:9]([C:6]2[CH:7]=[CH:8][N:4]([CH2:3][C@@H:2]([NH:1][C:25]([C:23]3[N:22]=[C:21]([C:28]([O:30][CH2:31][CH3:32])=[O:29])[S:20][CH:24]=3)=[O:26])[CH3:19])[N:5]=2)[CH:16]=[CH:15][C:12]=1[C:13]#[N:14]. Procedure details: (S)-ethyl 4-(1-(3-(3-chloro-4-cyano-2-methylphenyl)-1H-pyrazol-1-yl)propan-2-ylcarbamoyl)thiazole-2-carboxylate was prepared using the method of Example 34(d) starting from (S)-4-(1-(2-aminopropyl)-1H-pyrazol-3-yl)-2-chloro-3-methylbenzonitrile (400 mg, 1.165 mmol) and 2,4-thiazoledicarboxylic acid, 2-ethyl ester 234 mg, 1.165 mmol). The product was purified by Flash-chromatography. Yield 16.1%. 1H-NMR (400 MHz; CDCl3): δ 1.31 (d, 3H), 1.44 (t, 3H), 2.55 (s, 3H), 4.31-4-46 (m, 2H), 4.50 (q, 2H),... Starting materials: C(C)OC=1C=C(C=CC1OC)C(CS(=O)(=O)N(C)C)N (1-(3-ethoxy-4-methoxyphenyl)-2-(N,N-dimethylaminosulfonyl)ethylamine), C1=CC=C(C(=C1)C=O)C=O (1,2-phthalic dicarboxaldehyde). Procedure: 2-[1-(3-Ethoxy-4-methoxyphenyl)-2-(N,N-dimethylaminosulfonyl)ethyl]isoindolin-1-one was prepared by the procedure of Example 3 from 1-(3-ethoxy-4-methoxyphenyl)-2-(N,N-dimethylaminosulfonyl)ethylamine (150 mg, 0.49 mmol) and 1,2-phthalic dicarboxaldehyde (67 mg, 0.49 mmol) in acetic acid (2 mL). The product was obtained as a solid (142 mg, 69% yield): mp, 165.0-167.0° C.; 1H NMR (CDCl3) δ 1.45 (t, J=7 Hz, 3H, CH3), 2.86 (s, 6H, N(CH3)2), 3.58 (dd, J=4.7, 14.4 Hz, 1H, CHH), 3.86 (s, 3H, CH3), 4.0... Isolated yield 69.0%. The solvent is C(C)(=O)O (acetic acid). Yields the product C(C)OC=1C=C(C=CC1OC)C(CS(=O)(=O)N(C)C)N1C(C2=CC=CC=C2C1)=O (2-[1-(3-Ethoxy-4-methoxyphenyl)-2-(N,N-dimethylaminosulfonyl)ethyl]isoindolin-1-one), solid. As a reaction SMILES: [CH2:1]([O:3][C:4]1[CH:5]=[C:6]([CH:12]([NH2:20])[CH2:13][S:14]([N:17]([CH3:19])[CH3:18])(=[O:16])=[O:15])[CH:7]=[CH:8][C:9]=1[O:10][CH3:11])[CH3:2].[CH:21]1[CH:26]=[C:25]([CH:27]=[O:28])[C:24]([CH:29]=O)=[CH:23][CH:22]=1>C(O)(=O)C>[CH2:1]([O:3][C:4]1[CH:5]=[C:6]([CH:12]([N:20]2[CH2:29][C:24]3[C:25](=[CH:26][CH:21]=[CH:22][CH:23]=3)[C:27]2=[O:28])[CH2:13][S:14]([N:17]([CH3:18])[CH3:19])(=[O:15])=[O:16])[CH:7]=[CH:8][C:9]=1[O:10][CH3:11])[CH3:2]. The reactants are ClC=1C(=CC2=C(C(CO2)=O)C1)N1CCCCC1 (5-chloro-6-(piperidin-1-yl)-benzofuran-3(2H)-one). The reagents and catalysts are [Pt]=O (platinum oxide). Solvent: C(C)O (ethanol). The product is ClC=1C(=CC2=C(CCO2)C1)N1CCCCC1 (5-chloro-6-(piperidin-1-yl)-2,3-dihydrobenzofuran). As a reaction SMILES: [Cl:1][C:2]1[C:3]([N:12]2[CH2:17][CH2:16][CH2:15][CH2:14][CH2:13]2)=[CH:4][C:5]2[O:9][CH2:8][C:7](=O)[C:6]=2[CH:11]=1>C(O)C.[Pt]=O>[Cl:1][C:2]1[C:3]([N:12]2[CH2:13][CH2:14][CH2:15][CH2:16][CH2:17]2)=[CH:4][C:5]2[O:9][CH2:8][CH2:7][C:6]=2[CH:11]=1. Reported procedure: 200 mg of platinum oxide are added to a solution of 1.38 g (5.5 mmole) of 5-chloro-6-(piperidin-1-yl)-benzofuran-3(2H)-one in 20 ml of ethanol and the whole is hydrogenated at 3 atmospheres. The catalyst is filtered off and the filtrate is concentrated in a vacuum rotary evaporator. The residue is chromatographed over silica gel using methylene chloride as eluant. Recrystallisation from petroleum ether yields 5-chloro-6-(piperidin-1-yl)-2,3-dihydrobenzofuran having a melting point of 38°-40°. Procedure: Prepared according to the thermal cyclization condition used in Example 1 step c) from (2-trifluoromethyl-benzyl)-pyrrol-1-yl-carbamic acid tert-butyl ester (1.0 eq.) and 2-ethoxycarbonyl-malonic acid diethyl ester (3.0 eq.). ESI (m/z): 381 (M+H)+. Product: C(C)OC(=O)C1=C(C=2N(N(C1=O)CC1=C(C=CC=C1)C(F)(F)F)C=CC2)O (1-(2-Trifluoromethyl-benzyl)-4-hydroxy-2-oxo-1,2-dihydro-pyrrolo[1,2-b]pyridazine-3-carboxylic acid ethyl ester). RXN SMILES: C([O:5][C:6](=O)[N:7]([CH2:13][C:14]1[CH:19]=[CH:18][CH:17]=[CH:16][C:15]=1[C:20]([F:23])([F:22])[F:21])[N:8]1[CH:12]=[CH:11][CH:10]=[CH:9]1)(C)(C)C.[CH2:25]([O:27][C:28](=[O:40])[CH:29](C(OCC)=O)[C:30](OCC)=[O:31])[CH3:26]>>[CH2:25]([O:27][C:28]([C:29]1[C:6](=[O:5])[N:7]([CH2:13][C:14]2[CH:19]=[CH:18][CH:17]=[CH:16][C:15]=2[C:20]([F:22])([F:23])[F:21])[N:8]2[CH:12]=[CH:11][CH:10]=[C:9]2[C:30]=1[OH:31])=[O:40])[CH3:26]. Starting materials: C(C)(C)(C)OC(N(N1C=CC=C1)CC1=C(C=CC=C1)C(F)(F)F)=O ((2-trifluoromethyl-benzyl)-pyrrol-1-yl-carbamic acid tert-butyl ester), C(C)OC(C(C(=O)OCC)C(=O)OCC)=O (2-ethoxycarbonyl-malonic acid diethyl ester). Starting materials: CC1=C(C=CC(=C1)C2=CSC(=N2)N)F (2-amino-4-(4′-fluoro-3′-methyl)phenylthiazole), ClC=1C(=C(C=CC1)S(=O)(=O)Cl)C (3-chloro-2-methylbenzenesulfonyl chloride). Product: ClC=1C(=C(C=CC1)S(=O)(=O)NC=1SC=C(N1)C1=CC(=C(C=C1)F)C)C (3-Chloro-N-[4-(4-fluoro-3-methylphenyl)-1,3-thiazol-2-yl]-2-methylbenzenesulfonamide), solid. As a reaction SMILES: [CH3:1][C:2]1[CH:7]=[C:6]([C:8]2[N:12]=[C:11]([NH2:13])[S:10][CH:9]=2)[CH:5]=[CH:4][C:3]=1[F:14].[Cl:15][C:16]1[C:17]([CH3:26])=[C:18]([S:22](Cl)(=[O:24])=[O:23])[CH:19]=[CH:20][CH:21]=1>>[Cl:15][C:16]1[C:17]([CH3:26])=[C:18]([S:22]([NH:13][C:11]2[S:10][CH:9]=[C:8]([C:6]3[CH:5]=[CH:4][C:3]([F:14])=[C:2]([CH3:1])[CH:7]=3)[N:12]=2)(=[O:24])=[O:23])[CH:19]=[CH:20][CH:21]=1. Procedure details: The title compound was prepared from 2-amino-4-(4′-fluoro-3′-methyl)phenylthiazole and 3-chloro-2-methylbenzenesulfonyl chloride as described in the synthetic METHOD B to give a white solid (39.7 mg) with purity >90%. MS (pos) m/z 397.1.